From a dataset of the Open Reaction Database (ORD), a public repository of structured organic reaction records. describe an organic reaction: reactants, conditions, products, and yield Reactants: FC(C(=O)O)(F)F (Trifluoroacetic acid), C(C)(C)(C)OC[C@@H](C(NCCO)=O)NC(C1=CC(=C(C=C1)OC)\C=C\C1=CC=C(C=C1)OC(F)(F)F)=O (N-[(S)-2-t-butoxy-1-(2-hydroxyethylcarbamoyl)ethyl]-4-methoxy-3-[(E)-2-(4-trifluoromethoxyphenyl)vinyl]-benzamide). Conditions: time 20 minute. The product is OC[C@@H](C(NCCO)=O)NC(C1=CC(=C(C=C1)OC)\C=C\C1=CC=C(C=C1)OC(F)(F)F)=O (N—[(S)-2-hydroxy-1-(2-hydroxyethylcarbamoyl)ethyl]-4-methoxy-3-[(E)-2-(4-trifluoromethoxyphenyl)vinyl]benzamide). Isolated yield 50.4%. Reaction SMILES: FC(F)(F)C(O)=O.C([O:12][CH2:13][C@H:14]([NH:21][C:22](=[O:44])[C:23]1[CH:28]=[CH:27][C:26]([O:29][CH3:30])=[C:25](/[CH:31]=[CH:32]/[C:33]2[CH:38]=[CH:37][C:36]([O:39][C:40]([F:43])([F:42])[F:41])=[CH:35][CH:34]=2)[CH:24]=1)[C:15](=[O:20])[NH:16][CH2:17][CH2:18][OH:19])(C)(C)C>>[OH:12][CH2:13][C@H:14]([NH:21][C:22](=[O:44])[C:23]1[CH:28]=[CH:27][C:26]([O:29][CH3:30])=[C:25](/[CH:31]=[CH:32]/[C:33]2[CH:38]=[CH:37][C:36]([O:39][C:40]([F:42])([F:43])[F:41])=[CH:35][CH:34]=2)[CH:24]=1)[C:15](=[O:20])[NH:16][CH2:17][CH2:18][OH:19]. Procedure details: Trifluoroacetic acid (1 mL) was added to 20 mg of N-[(S)-2-t-butoxy-1-(2-hydroxyethylcarbamoyl)ethyl]-4-methoxy-3-[(E)-2-(4-trifluoromethoxyphenyl)vinyl]-benzamide and the mixture was stirred for 20 minutes at room temperature. After removal of the solvent, the resulting residue was purified using a micromass spectrometer (ZMD produced by Micromass) equipped with a gradient high-performance liquid chromatograph 996-600E produced by Waters. The resulting solid was dried under reduced pressure to ... Reactants: Cc1cnc(-n2cc(C(F)(F)F)cn2)nc1S(C)(=O)=O, Oc1cccc(C(F)(F)F)c1, [K+], [K+], O=C([O-])[O-], CN(C)C=O, O. Yields the product Cc1cnc(-n2cc(C(F)(F)F)cn2)nc1Oc1cccc(C(F)(F)F)c1. RXN SMILES: [CH3:1][c:2]1[c:3]([S:17]([CH3:18])(=[O:19])=[O:20])[n:4][c:5](-[n:8]2[n:9][cH:10][c:11]([C:13]([F:14])([F:15])[F:16])[cH:12]2)[n:6][cH:7]1.[F:21][C:22]([c:23]1[cH:24][c:25]([OH:29])[cH:26][cH:27][cH:28]1)([F:30])[F:31].[K+:32].[K+:33].[O-:34][C:35]([O-:36])=[O:37].[O:39]=[CH:40][N:41]([CH3:42])[CH3:43].[OH2:38]>>[CH3:1][c:2]1[c:3]([O:29][c:25]2[cH:24][c:23]([C:22]([F:21])([F:30])[F:31])[cH:28][cH:27][cH:26]2)[n:4][c:5](-[n:8]2[n:9][cH:10][c:11]([C:13]([F:14])([F:15])[F:16])[cH:12]2)[n:6][cH:7]1. The product is CCC=Cc1ccc(CO)cc1. RXN SMILES: [Al+3:2].[CH3:24][CH2:25][O:26][CH2:27][CH3:28].[CH:7](=[CH:8][CH2:9][CH3:10])[c:11]1[cH:12][cH:13][c:14]([C:15](=[O:16])[O:17][CH3:18])[cH:19][cH:20]1.[H-:1].[H-:4].[H-:5].[H-:6].[Li+:3].[Na+:23].[OH-:22].[OH2:21]>>[CH:7](=[CH:8][CH2:9][CH3:10])[c:11]1[cH:12][cH:13][c:14]([CH2:15][OH:16])[cH:19][cH:20]1. Reactants: [Al+3], CCOCC, CCC=Cc1ccc(C(=O)OC)cc1, [H-], [H-], [H-], [H-], [Li+], [Na+], [OH-], O. The reactants are F[B-](F)(F)F, CN(C)CC(=O)O, CN1CCOCC1, CN1CCCC1=O, CN(C)C(=[O+]n1nnc2ccccc21)N(C)C, COCc1nn(C2CCNCC2)cc1-c1cnc(N)c(-c2nc3ccccc3o2)c1. Yields the product COCc1nn(C2CCN(C(=O)CN(C)C)CC2)cc1-c1cnc(N)c(-c2nc3ccccc3o2)c1. RXN SMILES: [B-:1]([F:2])([F:3])([F:4])[F:5].[CH3:53][N:54]([CH2:55][C:56](=[O:57])[OH:58])[CH3:59].[CH3:60][N:61]1[CH2:62][CH2:63][O:64][CH2:65][CH2:66]1.[CH3:67][N:68]1[CH2:69][CH2:70][CH2:71][C:72]1=[O:73].[n:6]1([O+:7]=[C:8]([N:9]([CH3:10])[CH3:11])[N:12]([CH3:13])[CH3:14])[c:15]2[cH:16][cH:17][cH:18][cH:19][c:20]2[n:21][n:22]1.[o:23]1[c:24](-[c:32]2[c:33]([NH2:52])[n:34][cH:35][c:36](-[c:38]3[c:39]([CH2:49][O:50][CH3:51])[n:40][n:41]([CH:43]4[CH2:44][CH2:45][NH:46][CH2:47][CH2:48]4)[cH:42]3)[cH:37]2)[n:25][c:26]2[c:27]1[cH:28][cH:29][cH:30][cH:31]2>>[o:23]1[c:24](-[c:32]2[c:33]([NH2:52])[n:34][cH:35][c:36](-[c:38]3[c:39]([CH2:49][O:50][CH3:51])[n:40][n:41]([CH:43]4[CH2:44][CH2:45][N:46]([C:56]([CH2:55][N:54]([CH3:53])[CH3:59])=[O:57])[CH2:47][CH2:48]4)[cH:42]3)[cH:37]2)[n:25][c:26]2[c:27]1[cH:28][cH:29][cH:30][cH:31]2. Starting materials: C(C)(=O)OCC (ethyl acetate), ethyl acetate petroleum ether, C1(CCCCC1)N(C=O)P(=O)(OCC)OCC (N-(cyclohexyl)diethylphosphonoformamide), COC=1C=CC(=CC1)P2(=S)SP(=S)(S2)C=3C=CC(=CC3)OC (Lawesson Reagent). The solvent is C1(=CC=CC=C1)C (toluene), petroleum ether. Product: C1(CCCCC1)N(C=S)P(=O)(OCC)OCC (N-cyclohexyl diethylphosphonothioformamide). RXN SMILES: [CH:1]1([N:7]([P:10]([O:15][CH2:16][CH3:17])([O:12][CH2:13][CH3:14])=[O:11])[CH:8]=O)[CH2:6][CH2:5][CH2:4][CH2:3][CH2:2]1.COC1C=CC(P2(SP(C3C=CC(OC)=CC=3)(=S)S2)=[S:27])=CC=1.C(OCC)(=O)C>C1(C)C=CC=CC=1>[CH:1]1([N:7]([P:10]([O:15][CH2:16][CH3:17])([O:12][CH2:13][CH3:14])=[O:11])[CH:8]=[S:27])[CH2:6][CH2:5][CH2:4][CH2:3][CH2:2]1. Procedure details: A mixture of 0.359 g (1.4 mmol) of N-(cyclohexyl)diethylphosphonoformamide, 0.276 g (0.7 mmol) of Lawesson Reagent in 10 ml toluene was refluxed for 5.5 h. The resulting mixture was subjected to VLC (vacuum liquid chromatography) using gradient eluants [from 5% ethyl acetate in petroleum ether to ethyl acetate/petroleum ether (40:60) to give N-cyclohexyl diethylphosphonothioformamide as a yellow solid, 0.327 g (85.8%, isolated yield). NMR (CDCl3): 3P −1.66. 1H, 1.18–2.01 (m, 16H), 4.17 (m, 4H), ... Starting materials: acid chloride, [BH4-].[Na+] (sodium borohydride), CN(C=O)C (Dimethylformamide), C(#N)C1=CC=C(S1)C=CC(=O)O (3-(5-cyano-2-thiphenyl)-propenoic acid), C(C(=O)Cl)(=O)Cl (oxalyl chloride). The solvent is CCOCC (ether), O1CCCC1 (tetrahydrofuran), CCOCC (ether), CCOCC (ether), O1CCCC1 (tetrahydrofuran). Run at time 2 hour. Yields the product C(#N)C1=CC=C(S1)C=CCO (3-(5-Cyano-2-thiophenyl)-2-propenol). RXN SMILES: CN(C)C=O.[C:6]([C:8]1[S:12][C:11]([CH:13]=[CH:14][C:15](O)=[O:16])=[CH:10][CH:9]=1)#[N:7].C(Cl)(=O)C(Cl)=O.[BH4-].[Na+]>CCOCC.O1CCCC1>[C:6]([C:8]1[S:12][C:11]([CH:13]=[CH:14][CH2:15][OH:16])=[CH:10][CH:9]=1)#[N:7] |f:3.4|. Reported procedure: Dimethylformamide (0.1 ml) was added to a stirred suspension of 3-(5-cyano-2-thiphenyl)-propenoic acid (3.7 g) in dry ether (100 ml) and dry tetrahydrofuran (100 ml) containing oxalyl chloride (2.2 ml). The mixture was stirred for 2 hours then the clear solution was decanted from a little dark tar and evaporated to give the crude acid chloride as a pale solid. A solution of this acid chloride in ether (50 ml) and tetrahydrofuran (50 ml) was added rapidly to a stirred suspension of sodium borohyd...